From a dataset of the Open Reaction Database (ORD), a public repository of structured organic reaction records. describe an organic reaction: reactants, conditions, products, and yield The reactants are BrN1C(CCC1=O)=O (N-Bromosuccinimide), CC1=C(N=C(O1)C1=CC=CC=C1)CCOC1=CC=C(CC2C(NC(S2)=O)=O)C=C1 (5-{4-[2-(5-methyl-2-phenyl-4-oxazolyl)ethoxy]benzyl}-2,4-thiazolidinedione), N(=NC(C#N)(C)C)C(C#N)(C)C (α,α'-azobisisobutyronitrile). Solvent: C(Cl)(Cl)(Cl)Cl (carbon tetrachloride). The product is BrCC1=C(N=C(O1)C1=CC=CC=C1)CCOC1=CC=C(CC2C(NC(S2)=O)=O)C=C1 (5-{4-[2-(5-bromomethyl-2-phenyl-4-oxazolyl)ethoxy]benzyl}-2,4-thiazolidinedione). RXN SMILES: [Br:1]N1C(=O)CCC1=O.[CH3:9][C:10]1[O:14][C:13]([C:15]2[CH:20]=[CH:19][CH:18]=[CH:17][CH:16]=2)=[N:12][C:11]=1[CH2:21][CH2:22][O:23][C:24]1[CH:37]=[CH:36][C:27]([CH2:28][CH:29]2[S:33][C:32](=[O:34])[NH:31][C:30]2=[O:35])=[CH:26][CH:25]=1.N(C(C)(C)C#N)=NC(C)(C)C#N>C(Cl)(Cl)(Cl)Cl>[Br:1][CH2:9][C:10]1[O:14][C:13]([C:15]2[CH:20]=[CH:19][CH:18]=[CH:17][CH:16]=2)=[N:12][C:11]=1[CH2:21][CH2:22][O:23][C:24]1[CH:37]=[CH:36][C:27]([CH2:28][CH:29]2[S:33][C:32](=[O:34])[NH:31][C:30]2=[O:35])=[CH:26][CH:25]=1. Procedure details: N-Bromosuccinimide (2.75 g) was added portionwise to a solution of 5-{4-[2-(5-methyl-2-phenyl-4-oxazolyl)ethoxy]benzyl}-2,4-thiazolidinedione (6.0 g) and α,α'-azobisisobutyronitrile (0.5 g) in carbon tetrachloride(150 ml) under reflux. After refluxing for another 10 minutes, the reaction mixture was washed with water and dried (MgSO4). The solvent was distilled off to give 5-{4-[2-(5-bromomethyl-2-phenyl-4-oxazolyl)ethoxy]benzyl}-2,4-thiazolidinedione as a crude oily substance (about 8 g). IR (n... Procedure details: To a solution of 2.66 g of (R)-(-)-thiazolidine-4-carboxylic acid in 10 ml of a 2N sodium hydroxide aqueous solution were added 5.5 g of 3-phenylpropionyl chloride and 15 ml of a 2N-sodium hydroxide aqueous solution with stirring under cooling at the same time. After adding, the mixture was stirred for 2 hours at room temperature, and then the reaction mixture was washed with diethyl ether. The mixture was acidified by adding hydrochloric acid. The acidic mixture was allowed to stand for 30 minu... The product is C1(=CC=CC=C1)CCC(=O)N1CSC[C@H]1C(=O)O ((R)-(-)-3-(3-phenylpropionyl)thiazolidine-4-carboxylic acid). The reactants are S1CN[C@@H](C1)C(=O)O ((R)-(-)-thiazolidine-4-carboxylic acid), [OH-].[Na+] (sodium hydroxide), C1(=CC=CC=C1)CCC(=O)Cl (3-phenylpropionyl chloride), [OH-].[Na+] (sodium hydroxide). Yield: 76.6%. As a reaction SMILES: [S:1]1[CH2:5][C@@H:4]([C:6]([OH:8])=[O:7])[NH:3][CH2:2]1.[OH-].[Na+].[C:11]1([CH2:17][CH2:18][C:19](Cl)=[O:20])[CH:16]=[CH:15][CH:14]=[CH:13][CH:12]=1>>[C:11]1([CH2:17][CH2:18][C:19]([N:3]2[C@H:4]([C:6]([OH:8])=[O:7])[CH2:5][S:1][CH2:2]2)=[O:20])[CH:16]=[CH:15][CH:14]=[CH:13][CH:12]=1 |f:1.2|. Run at time 30 minute. Reactants: C(C)=O (acetaldehyde), C1(=CC=CC=C1)N(C(=O)N)C1=CC=CC=C1 (1,1-diphenylurea), P(OC1=CC=CC=C1)(OC1=CC=CC=C1)OC1=CC=CC=C1 (triphenyl phosphite), C(=O)=O (Dry Ice), 31P, P([O-])([O-])[O-] (phosphite). The solvent is 130g, C1=CC=CC=C1 (benzene), C(C)#N (acetonitrile), O (H2O). The product is C1(=CC=CC=C1)N(C(NC(C)P(O)(O)=O)=O)C1=CC=CC=C1 (1-(3,3-Diphenylureido)ethylphosphonic acid). RXN SMILES: [CH:1](=O)[CH3:2].[C:4]1([N:10]([C:14]2[CH:19]=[CH:18][CH:17]=[CH:16][CH:15]=2)[C:11]([NH2:13])=[O:12])[CH:9]=[CH:8][CH:7]=[CH:6][CH:5]=1.[P:20]([O:35]C1C=CC=CC=1)([O:28]C1C=CC=CC=1)[O:21]C1C=CC=CC=1.C(=O)=O.P([O-])([O-])[O-]>C(#N)C.O.C1C=CC=CC=1>[C:4]1([N:10]([C:14]2[CH:19]=[CH:18][CH:17]=[CH:16][CH:15]=2)[C:11](=[O:12])[NH:13][CH:1]([P:20](=[O:21])([OH:35])[OH:28])[CH3:2])[CH:5]=[CH:6][CH:7]=[CH:8][CH:9]=1. Reported procedure: Freshly distilled acetaldehyde (0.22 mole) is added during 0.5 hr to a stirred solution of 0.1 mole each of 1,1-diphenylurea and triphenyl phosphite in 130g of benzene at 60° C. The solution is warmed at reflux (65°-70° with Dry Ice-cooled condenser) for 1.25 hr, giving a dark brown solution having a small 31P nmr peak at -126.2 ppm for unreacted phosphite and a large product peak at -18.4 ppm (~1:5 areas). The reaction mixture is stripped to 130°/3mm. The residue is diluted with 200 ml of aceto...